From a dataset of the Open Reaction Database (ORD), a public repository of structured organic reaction records. describe an organic reaction: reactants, conditions, products, and yield Starting materials: CCCC(=O)N(Cc1ccc(OCC(=O)OCC)c(C)c1)c1cccc(-c2ccc(C(F)(F)F)cc2)c1, CO, [Na+], C1CCOC1, [OH-]. Reaction SMILES: [C:1]([CH2:2][CH2:3][CH3:4])(=[O:5])[N:6]([c:7]1[cH:8][c:9](-[c:13]2[cH:14][cH:15][c:16]([C:19]([F:20])([F:21])[F:22])[cH:17][cH:18]2)[cH:10][cH:11][cH:12]1)[CH2:23][c:24]1[cH:25][c:26]([CH3:37])[c:27]([O:28][CH2:29][C:30](=[O:31])[O:32][CH2:33][CH3:34])[cH:35][cH:36]1.[CH3:40][OH:41].[Na+:39].[O:42]1[CH2:43][CH2:44][CH2:45][CH2:46]1.[OH-:38]>>[C:1]([CH2:2][CH2:3][CH3:4])(=[O:5])[N:6]([c:7]1[cH:8][c:9](-[c:13]2[cH:14][cH:15][c:16]([C:19]([F:20])([F:21])[F:22])[cH:17][cH:18]2)[cH:10][cH:11][cH:12]1)[CH2:23][c:24]1[cH:25][c:26]([CH3:37])[c:27]([O:28][CH2:29][C:30](=[O:31])[OH:32])[cH:35][cH:36]1. Yields the product CCCC(=O)N(Cc1ccc(OCC(=O)O)c(C)c1)c1cccc(-c2ccc(C(F)(F)F)cc2)c1. Starting materials: C(C(C)C)C=1C(=C(SC1C)C(=O)O)C (4-isobutyl-3,5-dimethyl-thiophene-2-carboxylic acid), OC1=C(C=C(C(=N)NO)C=C1CC)CC (4,N-dihydroxy-3,5-diethyl-benzamidine). Yields the product C(C)C1=C(C(=CC(=C1)C1=NOC(=N1)C=1SC(=C(C1C)CC(C)C)C)CC)O (2,6-Diethyl-4-[5-(4-isobutyl-3,5-dimethyl-thiophen-2-yl)-[1,2,4]oxadiazol-3-yl]-phenol). RXN SMILES: [CH2:1]([C:5]1[C:6]([CH3:14])=[C:7]([C:11]([OH:13])=O)[S:8][C:9]=1[CH3:10])[CH:2]([CH3:4])[CH3:3].[OH:15][C:16]1[C:25]([CH2:26][CH3:27])=[CH:24][C:19]([C:20]([NH:22]O)=[NH:21])=[CH:18][C:17]=1[CH2:28][CH3:29]>>[CH2:28]([C:17]1[CH:18]=[C:19]([C:20]2[N:22]=[C:11]([C:7]3[S:8][C:9]([CH3:10])=[C:5]([CH2:1][CH:2]([CH3:3])[CH3:4])[C:6]=3[CH3:14])[O:13][N:21]=2)[CH:24]=[C:25]([CH2:26][CH3:27])[C:16]=1[OH:15])[CH3:29]. Procedure details: 2,6-Diethyl-4-[5-(4-isobutyl-3,5-dimethyl-thiophen-2-yl)-[1,2,4]oxadiazol-3-yl]-phenol is prepared from 4-isobutyl-3,5-dimethyl-thiophene-2-carboxylic acid and 4,N-dihydroxy-3,5-diethyl-benzamidine in analogy to Example 21; LC-MS: tR=1.24 min, [M+1]=385.28. Reactants: C(O)([O-])=O.[NH4+] (ammonium hydrogen carbonate), O (water), C(C)(=O)NC(C(=O)OCC)CC1=CSC=C1 (ethyl 2-(acetylamino)-3-(3-thienyl)propanoate). Run in C(C)#N (acetonitrile). Run at time 1 hour. Yields the product C(C)(=O)N[C@@H](C(=O)OCC)CC1=CSC=C1 (ethyl (2R)-2-(acetylamino)-3-(3-thienyl)propanoate). Yield: 45.6%. Reaction SMILES: C(=O)([O-])O.[NH4+].O.[C:7]([NH:10][CH:11]([CH2:17][C:18]1[CH:22]=[CH:21][S:20][CH:19]=1)[C:12]([O:14][CH2:15][CH3:16])=[O:13])(=[O:9])[CH3:8]>C(#N)C>[C:7]([NH:10][C@H:11]([CH2:17][C:18]1[CH:22]=[CH:21][S:20][CH:19]=1)[C:12]([O:14][CH2:15][CH3:16])=[O:13])(=[O:9])[CH3:8] |f:0.1|. Procedure details: 3.95 g of ammonium hydrogen carbonate and 35 cm3 of deionized water are added to a stirred solution, under an inert atmosphere, of 2.41 g of ethyl 2-(acetylamino)-3-(3-thienyl)propanoate in 17 cm3 of acetonitrile. 0.017 g of type-II α-chymotrypsin is added and the pH of the reaction medium is then in the region of 8. This mixture is stirred for 1 hour at room temperature and, after checking that the pH is still at 8, a further 0.017 g of type-II α-chymotrypsin is added. After stirring for 1 hour... Starting materials: C(C1=CC=CC=C1)OC1=CC=C(C=C1)CCC(CO)(CO)NC(C)=O (N-[3-(4-benzyloxy-phenyl)-1,1-bis-hydroxymethyl-propyl]-acetamide), CO (methanol), O (water), [OH-].[Li+] (lithium hydroxide). The solvent is O1CCCC1 (tetrahydrofuran). Reaction conditions: temperature 55 celsius, time 5 hour. The product is NC(CO)(CO)CCC1=CC=C(C=C1)OCC1=CC=CC=C1 (2-Amino-2-[2-(4-benzyloxy-phenyl)-ethyl]-propane-1,3-diol). Reaction SMILES: [CH2:1]([O:8][C:9]1[CH:14]=[CH:13][C:12]([CH2:15][CH2:16][C:17]([NH:22]C(=O)C)([CH2:20][OH:21])[CH2:18][OH:19])=[CH:11][CH:10]=1)[C:2]1[CH:7]=[CH:6][CH:5]=[CH:4][CH:3]=1.CO.O.[OH-].[Li+]>O1CCCC1>[NH2:22][C:17]([CH2:16][CH2:15][C:12]1[CH:13]=[CH:14][C:9]([O:8][CH2:1][C:2]2[CH:7]=[CH:6][CH:5]=[CH:4][CH:3]=2)=[CH:10][CH:11]=1)([CH2:20][OH:21])[CH2:18][OH:19] |f:3.4|. Procedure details: To a solution of crude N-[3-(4-benzyloxy-phenyl)-1,1-bis-hydroxymethyl-propyl]-acetamide in a mixture of tetrahydrofuran, methanol, water (1/2/2) (450 ml/900 ml/900 ml) is added at RT lithium hydroxide (32.7 g, 1.36 mol, 8.0 eq). The reaction mixture is stirred at 55° C. for 5 hours, then extracted with ethyl acetate (500 ml) and washed with brine (2×300 ml), the combined organic layers are then dried with Na2SO4, filtered and concentrated under vacuum. 2-Amino-2-[2-(4-benzyloxy-phenyl)-ethyl]-p... Starting materials: C(C)(C)(C)OC(NC1=C(C=C(C(=C1)N1CCOCC1)C(F)(F)F)NC(CC(C1=CC(=CC=C1)C1=CC(=NO1)COC1OCCCC1)=O)=O)=O ((RS)-[5-morpholin-4-yl-2-(3-oxo-3-{3-[3-(tetrahydro-pyran-2-yloxymethyl)-isoxazol-5-yl]-phenyl}-propionylamino)-4-trifluoromethyl-phenyl]-carbamic acid tert.-butyl ester), C(=O)(C(F)(F)F)O (TFA). Run in C(Cl)Cl (CH2Cl2). Product: OCC1=NOC(=C1)C=1C=C(C=CC1)C1=NC2=C(NC(C1)=O)C=C(C(=C2)N2CCOCC2)C(F)(F)F (4-[3-(3-Hydroxymethyl-isoxazol-5-yl)-phenyl]-7-morpholin-4-yl-8-trifluoromethyl-1,3-dihydro-benzo[b][1,4]diazepin-2-one), solid. RXN SMILES: C(OC(=O)[NH:7][C:8]1[CH:13]=[C:12]([N:14]2[CH2:19][CH2:18][O:17][CH2:16][CH2:15]2)[C:11]([C:20]([F:23])([F:22])[F:21])=[CH:10][C:9]=1[NH:24][C:25](=[O:48])[CH2:26][C:27](=O)[C:28]1[CH:33]=[CH:32][CH:31]=[C:30]([C:34]2[O:38][N:37]=[C:36]([CH2:39][O:40]C3CCCCO3)[CH:35]=2)[CH:29]=1)(C)(C)C.C(O)(C(F)(F)F)=O>C(Cl)Cl>[OH:40][CH2:39][C:36]1[CH:35]=[C:34]([C:30]2[CH:29]=[C:28]([C:27]3[CH2:26][C:25](=[O:48])[NH:24][C:9]4[CH:10]=[C:11]([C:20]([F:22])([F:21])[F:23])[C:12]([N:14]5[CH2:19][CH2:18][O:17][CH2:16][CH2:15]5)=[CH:13][C:8]=4[N:7]=3)[CH:33]=[CH:32][CH:31]=2)[O:38][N:37]=1. Reported procedure: The title compound was prepared from (RS)-[5-morpholin-4-yl-2-(3-oxo-3-{3-[3-(tetrahydro-pyran-2-yloxymethyl)-isoxazol-5-yl]-phenyl}-propionylamino)-4-trifluoromethyl-phenyl]-carbamic acid tert.-butyl ester (Example M23) (57 mg, 0.08 mmol) by treatment with TFA in CH2Cl2 according to the general procedure N. Obtained as an off-white solid (11 mg). Reactants: C(C)(C)(C)O[C@H](C(=O)OCC)C1=C(C2=C(N=C(S2)C2=CC(=NC=C2)C2=CC=C3C(N(N(C3=C2)C)C)=O)C=C1C)C1=CC=C(C=C1)Cl ((S)-ethyl 2-tert-butoxy-2-(7-(4-chlorophenyl)-2-(2-(1,2-dimethyl-3-oxo-2,3-dihydro-1H-indazol-6-yl)pyridin-4-yl)-5-methylbenzo[d]thiazol-6-yl)acetate), [OH-].[Na+] (NaOH). Run in C1CCOC1 (THF), CO (methanol). Run at temperature 50 celsius, time 2 hour. Yields the product C(C)(C)(C)O[C@H](C(=O)O)C1=C(C2=C(N=C(S2)C2=CC(=NC=C2)C2=CC=C3C(N(N(C3=C2)C)C)=O)C=C1C)C1=CC=C(C=C1)Cl ((S)-2-tert-butoxy-2-(7-(4-chlorophenyl)-2-(2-(1,2-dimethyl-3-oxo-2,3-dihydro-1H-indazol-6-yl)pyridin-4-yl)-5-methylbenzo[d]thiazol-6-yl)acetic acid). As a reaction SMILES: [C:1]([O:5][C@@H:6]([C:12]1[C:38]([CH3:39])=[CH:37][C:15]2[N:16]=[C:17]([C:19]3[CH:24]=[CH:23][N:22]=[C:21]([C:25]4[CH:33]=[C:32]5[C:28]([C:29](=[O:36])[N:30]([CH3:35])[N:31]5[CH3:34])=[CH:27][CH:26]=4)[CH:20]=3)[S:18][C:14]=2[C:13]=1[C:40]1[CH:45]=[CH:44][C:43]([Cl:46])=[CH:42][CH:41]=1)[C:7]([O:9]CC)=[O:8])([CH3:4])([CH3:3])[CH3:2].[OH-].[Na+]>C1COCC1.CO>[C:1]([O:5][C@@H:6]([C:12]1[C:38]([CH3:39])=[CH:37][C:15]2[N:16]=[C:17]([C:19]3[CH:24]=[CH:23][N:22]=[C:21]([C:25]4[CH:33]=[C:32]5[C:28]([C:29](=[O:36])[N:30]([CH3:35])[N:31]5[CH3:34])=[CH:27][CH:26]=4)[CH:20]=3)[S:18][C:14]=2[C:13]=1[C:40]1[CH:41]=[CH:42][C:43]([Cl:46])=[CH:44][CH:45]=1)[C:7]([OH:9])=[O:8])([CH3:4])([CH3:2])[CH3:3] |f:1.2|. Procedure: To a stirred solution of (S)-ethyl 2-tert-butoxy-2-(7-(4-chlorophenyl)-2-(2-(1,2-dimethyl-3-oxo-2,3-dihydro-1H-indazol-6-yl)pyridin-4-yl)-5-methylbenzo[d]thiazol-6-yl)acetate (9.4 mg, 0.014 mmol) in THF (0.5 mL) and methanol (0.5 mL) was added 1N NaOH solution (0.5 mL, excess). The reaction mixture was stirred at 50° C. for 2 h and then purified by reverse phase HPLC, eluting by 0-100% acetonitrile in H2O with 0.1% TFA to give the desired product. LCMS-ESI+ (m/z): [M+H]+ calcd for C34H32ClN4O4S:... As a reaction SMILES: [NH2:1][C:2]1[CH:7]=[CH:6][C:5]([N+:8]([O-:10])=[O:9])=[CH:4][C:3]=1[OH:11].[S:12](N)(N)(=[O:14])=[O:13]>COCCOCCOC>[N+:8]([C:5]1[CH:6]=[CH:7][C:2]2[NH:1][S:12](=[O:14])(=[O:13])[O:11][C:3]=2[CH:4]=1)([O-:10])=[O:9]. The product is [N+](=O)([O-])C1=CC2=C(NS(O2)(=O)=O)C=C1 (6-Nitro-3H-1,2,3-benzoxathiazoline-2,2-dioxide). Reaction conditions: time 15 minute. Reported procedure: Diethylene glycol dimethyl ether (350 ml) solution of 2-Amino-5-Nitrophenol (40 g) and sulfamide (25 g) was added dropwise to refluxing diethylene glycol dimethyl ether (100 ml) over a period of 50 minutes. Mixture was stirred and refluxing continued 15 minutes, then cooled to room temperature. Solvent was evaporated off, and 500 ml of 1N hydrochloric acid was added. Reaction mixture was extracted with diethyl ether, extract was dried over magnesium sulfate and solvent was removed in vacuo. Crud... Starting materials: NC1=C(C=C(C=C1)[N+](=O)[O-])O (2-Amino-5-Nitrophenol), S(=O)(=O)(N)N (sulfamide). Solvent: COCCOCCOC (Diethylene glycol dimethyl ether), COCCOCCOC (diethylene glycol dimethyl ether).